This data is from the Open Reaction Database (ORD), a public repository of structured organic reaction records. The task is: describe an organic reaction: reactants, conditions, products, and yield The reactants are NC[C@H](C)O ((S)-1-amino-2-propanol), O=CCC1C(C2=CC(=CC=C2C1)OC)=O ((RS)-2-(2-oxoethyl)-6-methoxy-1-indanone), O (water). Reagents/catalysts: C1(=CC=C(C=C1)S(=O)(=O)O)C (p-toluenesulfonic acid). Solvent: C1(=CC=CC=C1)C (toluene), C1(=CC=CC=C1)C (toluene). Reaction conditions: time 30 minute. The product is COC1=CC=C2CC3=C(N(C=C3)C[C@H](C)O)C2=C1 ((S)-1-(7-methoxy-1,4-dihydro-indeno[1,2-b]pyrrol-1-yl)-propan-2-ol). Isolated yield 63.0%. As a reaction SMILES: O=[CH:2][CH2:3][CH:4]1[CH2:12][C:11]2[C:6](=[CH:7][C:8]([O:13][CH3:14])=[CH:9][CH:10]=2)[C:5]1=O.O.[NH2:17][CH2:18][C@@H:19]([OH:21])[CH3:20]>C1(C)C=CC=CC=1.C1(C)C=CC(S(O)(=O)=O)=CC=1>[CH3:14][O:13][C:8]1[CH:7]=[C:6]2[C:11]([CH2:12][C:4]3[CH:3]=[CH:2][N:17]([CH2:18][C@@H:19]([OH:21])[CH3:20])[C:5]=32)=[CH:10][CH:9]=1. Reported procedure: A solution of 2 g of (RS)-2-(2-oxoethyl)-6-methoxy-1-indanone and 80 mg of p-toluenesulfonic acid in 70 ml of anhydrous toluene was heated on a water separator. A solution of 2.94 g of (S)-1-amino-2-propanol in 20 ml of anhydrous toluene was added dropwise to the boiling solution over a period of 5 minutes. Subsequently, the mixture was boiled for an additional 30 minutes, during which the solvent was reduced to a volume of 20 ml. The cooled reaction mixture was purified by column chromatography... Starting materials: C(C)(C)OC=1OCC(C1C(=O)OC(C)C)=O (isopropyl 2-isopropoxy-4-oxo-4,5-dihydrofuran-3-carboxylate), NCC1CCCCC1 (aminomethylcyclohexane), C(CC(=O)OC(C)C)(=O)OC(C)C (diisopropyl malonate), ClCC(=O)Cl (chloroacetyl chloride), N1C=C(C2=CC=CN=C12)C=O (7-azaindole-3-carboxaldehyde), N1CCCCC1 (piperidine). Solvent: CC(C)O (2-propanol). Conditions: time 14 hour. The product is N1C=C(C=2C1=NC=CC2)C=C2C(C(=C(O2)NCC2CCCCC2)C(=O)OC(C)C)=O (Isopropyl 5-[(1H-pyrrolo[2,3-b]pyridin-3-yl)methylene]-2-[(cyclohexylmethyl)amino]-4-oxo-4,5-dihydrofuran-3-carboxylate). Isolated yield 20.0%. As a reaction SMILES: C(O[C:5]1[O:6][CH2:7][C:8](=[O:16])[C:9]=1[C:10]([O:12][CH:13]([CH3:15])[CH3:14])=[O:11])(C)C.C(OC(C)C)(=O)CC(OC(C)C)=O.ClCC(Cl)=O.[NH2:35][CH2:36][CH:37]1[CH2:42][CH2:41][CH2:40][CH2:39][CH2:38]1.[NH:43]1[C:51]2[C:46](=[CH:47][CH:48]=[CH:49][N:50]=2)[C:45]([CH:52]=O)=[CH:44]1.N1CCCCC1>CC(O)C>[NH:43]1[C:51]2=[N:50][CH:49]=[CH:48][CH:47]=[C:46]2[C:45]([CH:52]=[C:7]2[O:6][C:5]([NH:35][CH2:36][CH:37]3[CH2:42][CH2:41][CH2:40][CH2:39][CH2:38]3)=[C:9]([C:10]([O:12][CH:13]([CH3:14])[CH3:15])=[O:11])[C:8]2=[O:16])=[CH:44]1. Reported procedure: A solution of isopropyl 2-isopropoxy-4-oxo-4,5-dihydrofuran-3-carboxylate (0.10 g, 0.44 mmol) which similarly prepared according to the procedure described in the Example 74, Third step using diisopropyl malonate and chloroacetyl chloride, and aminomethylcyclohexane (0.063 mL, 0.48 mmol) in 2-propanol (2.0 mL) was stirred at ambient temperature for 14 h. To this reaction mixture, 7-azaindole-3-carboxaldehyde (0.065 g, 0.44 mmol) and piperidine (0.0044 mL, 0.044 mmol) were added then the mixture ... The reactants are ClCC(CC(=O)OCC)=O (ethyl 4-chloroacetoacetate), C(C)(=O)O (acetic acid), C1(=CC=CC=C1)C (toluene), ClC1=NC=C(C=C1)CN (2-chloro-5-(aminomethyl)pyridine). Run in C(C)O (ethanol). Run at time 8 hour. Product: ClCC(=CCC(=O)OCC)NCC=1C=NC(=CC1)Cl (ethyl 4-chloro-3-([[6-chloropyridin-3-yl]methyl]amino)but-2-enecarboxylate). Yield: 98.0%. RXN SMILES: [Cl:1][CH2:2][C:3](=O)[CH2:4]C(OCC)=O.[C:11]([OH:14])(=[O:13])[CH3:12].[Cl:15][C:16]1[CH:21]=[CH:20][C:19]([CH2:22][NH2:23])=[CH:18][N:17]=1.[C:24]1(C)C=CC=C[CH:25]=1>C(O)C>[Cl:1][CH2:2][C:3]([NH:23][CH2:22][C:19]1[CH:18]=[N:17][C:16]([Cl:15])=[CH:21][CH:20]=1)=[CH:4][CH2:12][C:11]([O:14][CH2:24][CH3:25])=[O:13]. Procedure: To a solution of 2.1 g of ethyl 4-chloroacetoacetate in 12 ml of toluene is added 0.15 ml of acetic acid. At 10° C.-30° C., with cooling, 2 g of 2-chloro-5-(aminomethyl)pyridine dissolved in 4 ml of ethanol are added dropwise. Subsequently, the mixture is stirred at room temperature for 8 h and the solvent is removed under reduced pressure at temperatures of down to 35° C. 4.2 g of ethyl 4-chloro-3-([[6-chloropyridin-3-yl]methyl]amino)but-2-enecarboxylate are obtained in a purity of 86% (this co... Reactants: ClC=1C=CC(=NC1)NC(C1=C(C=CC=C1)NCC1CCN(CC1)C1=CC=NC=C1)=O (N-(5-chloropyridin-2-yl)-2-[1-(4-pyridinyl)piperidin-4-ylmethyl]aminobenzamide), C=O (paraformaldehyde). Yields the product ClC=1C=CC(=NC1)NC(C1=C(C=CC=C1)N(CC1CCN(CC1)C1=CC=NC=C1)C)=O (N-(5-Chloropyridin-2-yl)-2-[(methyl)-[1-(4-pyridinyl)piperidin-4-ylmethyl]amino]benzamide). RXN SMILES: [Cl:1][C:2]1[CH:3]=[CH:4][C:5]([NH:8][C:9](=[O:30])[C:10]2[CH:15]=[CH:14][CH:13]=[CH:12][C:11]=2[NH:16][CH2:17][CH:18]2[CH2:23][CH2:22][N:21]([C:24]3[CH:29]=[CH:28][N:27]=[CH:26][CH:25]=3)[CH2:20][CH2:19]2)=[N:6][CH:7]=1.[CH2:31]=O>>[Cl:1][C:2]1[CH:3]=[CH:4][C:5]([NH:8][C:9](=[O:30])[C:10]2[CH:15]=[CH:14][CH:13]=[CH:12][C:11]=2[N:16]([CH3:31])[CH2:17][CH:18]2[CH2:19][CH2:20][N:21]([C:24]3[CH:25]=[CH:26][N:27]=[CH:28][CH:29]=3)[CH2:22][CH2:23]2)=[N:6][CH:7]=1. Reported procedure: Using a similar procedure to that described in Example 27, N-(5-chloropyridin-2-yl)-2-[1-(4-pyridinyl)piperidin-4-ylmethyl]aminobenzamide (100 mg, 0.237 mmol) and paraformaldehyde (20 mg, 0.238 mmol) afforded, after purification by column chromatography (SiO2: 2 to 4% [2 N ammonia in methanol]:chloroform), 25 mg (24%) of the title compound. Starting materials: O1CCOC2=C1C=CC(=C2)CN(C(OC(C)(C)C)=O)C2CCN(CC2)CCN2C(C=CC1=C(C=CC=C21)OCC2=CC=CC=C2)=O (tert-butyl (2,3-dihydro-1,4-benzodioxin-6-ylmethyl)(1-(2-(5-benzyloxy-2-oxoquinolin-1(2H)-yl)ethyl)piperidin-4-yl)carbamate). The reagents and catalysts are [Pd] (palladium on carbon). The solvent is CO (methanol). Reaction conditions: time 8 hour. The product is O1CCOC2=C1C=CC(=C2)CN(C(OC(C)(C)C)=O)C2CCN(CC2)CCN2C(C=CC1=C(C=CC=C21)O)=O (tert-butyl (2,3-dihydro-1,4-benzodioxin-6-ylmethyl)(1-(2-(5-hydroxy-2-oxoquinolin-1(2H)-yl)ethyl)piperidin-4-yl)carbamate). The yield is 90.4%. RXN SMILES: [O:1]1[C:6]2[CH:7]=[CH:8][C:9]([CH2:11][N:12]([CH:20]3[CH2:25][CH2:24][N:23]([CH2:26][CH2:27][N:28]4[C:37]5[C:32](=[C:33]([O:38]CC6C=CC=CC=6)[CH:34]=[CH:35][CH:36]=5)[CH:31]=[CH:30][C:29]4=[O:46])[CH2:22][CH2:21]3)[C:13](=[O:19])[O:14][C:15]([CH3:18])([CH3:17])[CH3:16])=[CH:10][C:5]=2[O:4][CH2:3][CH2:2]1>[Pd].CO>[O:1]1[C:6]2[CH:7]=[CH:8][C:9]([CH2:11][N:12]([CH:20]3[CH2:25][CH2:24][N:23]([CH2:26][CH2:27][N:28]4[C:37]5[C:32](=[C:33]([OH:38])[CH:34]=[CH:35][CH:36]=5)[CH:31]=[CH:30][C:29]4=[O:46])[CH2:22][CH2:21]3)[C:13](=[O:19])[O:14][C:15]([CH3:18])([CH3:17])[CH3:16])=[CH:10][C:5]=2[O:4][CH2:3][CH2:2]1. Procedure details: To 15 mL of a methanol solution containing 309 mg of tert-butyl (2,3-dihydro-1,4-benzodioxin-6-ylmethyl)(1-(2-(5-benzyloxy-2-oxoquinolin-1(2H)-yl)ethyl)piperidin-4-yl)carbamate, 31 mg of 5% palladium on carbon was added, and stirred at room temperature under hydrogen atmosphere overnight. The insoluble material was filtered off, and the solvent was removed under reduced pressure. The residue thus obtained was purified by silica gel column chromatography [Silica Gel; Kanto Chemical Co., Inc., Sil... Starting materials: [Br-], OCc1cccc(Br)n1, O=C([O-])O, CS(=O)(=O)OS(C)(=O)=O, CN(C)C=O, CCN(C(C)C)C(C)C, [Li+], [Na+]. The product is BrCc1cccc(Br)n1. As a reaction SMILES: [Br-:29].[Br:1][c:2]1[cH:3][cH:4][cH:5][c:6]([CH2:8][OH:9])[n:7]1.[C:30](=[O:31])([OH:32])[O-:33].[CH3:19][S:20]([O:21][S:22]([CH3:23])(=[O:24])=[O:25])(=[O:26])=[O:27].[CH3:35][N:36]([CH3:37])[CH:38]=[O:39].[CH:10]([N:11]([CH2:12][CH3:13])[CH:14]([CH3:15])[CH3:16])([CH3:17])[CH3:18].[Li+:28].[Na+:34]>>[Br:1][c:2]1[cH:3][cH:4][cH:5][c:6]([CH2:8][Br:29])[n:7]1.